The task is: describe an organic reaction: reactants, conditions, products, and yield. This data is from the Open Reaction Database (ORD), a public repository of structured organic reaction records. The reactants are C1(CC1)N1CCN(CC1)C(C(F)(F)F)=O (1-(4-cyclopropyl-piperazin-1-yl)-2,2,2-trifluoro-ethanone), Cl.CC(C)O (HCl IPA). Conditions: time 5 hour. Yields the product Cl.Cl.C1(CC1)N1CCNCC1 (1-Cyclopropylpiperazine dihydrochloride). Reaction SMILES: [CH:1]1([N:4]2[CH2:9][CH2:8][N:7](C(=O)C(F)(F)F)[CH2:6][CH2:5]2)[CH2:3][CH2:2]1.[ClH:16].CC(O)C>>[ClH:16].[ClH:16].[CH:1]1([N:4]2[CH2:9][CH2:8][NH:7][CH2:6][CH2:5]2)[CH2:3][CH2:2]1 |f:1.2,3.4.5|. Procedure details: To 1-(4-cyclopropyl-piperazin-1-yl)-2,2,2-trifluoro-ethanone (444.4 mg, 2 mmol) was added a mixture of HCl/IPA (5-6N, 2 mL). Solids were observed to precipitate immediately after the HCl/IPA was added. The resulting suspension was stirred for 5 h. Heptane (2 mL) was then added to the reaction mixture, followed by addition of IPA (2 mL). The resulting suspension was stirred for 0.5 h at ambient temperature. The solids were filtered off using a medium glass sintered funnel with a filter paper on t...